describe an organic reaction: reactants, conditions, products, and yield From a dataset of the Open Reaction Database (ORD), a public repository of structured organic reaction records. Reactants: N(=NC(=O)OCC)C(=O)OCC (diethyl azodicarboxylate), [N+](=O)([O-])C=1C=CC(=C(C(=O)C2=C(C=CC=C2)Cl)C1)N1C(=NN=C1C)CO (5-nitro-2'-chloro-2-[3-(hydroxymethyl)-5-methyl-4H-1,2,4-triazol-4-yl]benzophenone), C1(C=2C(C(N1)=O)=CC=CC2)=O (phthalimide), C1(=CC=CC=C1)P(C1=CC=CC=C1)C1=CC=CC=C1 (triphenylphosphine). The solvent is O1CCCC1 (tetrahydrofuran). Product: [N+](=O)([O-])C=1C=CC(=C(C(=O)C2=C(C=CC=C2)Cl)C1)N1C(=NN=C1C)CN1C(C=2C(C1=O)=CC=CC2)=O (5-nitro-2'-chloro-2-[3-(phthalimidomethyl)-5-methyl-4H-1,2,4-triazol-4-yl]benzophenone). Reaction SMILES: [N+:1]([C:4]1[CH:5]=[CH:6][C:7]([N:19]2[C:23]([CH3:24])=[N:22][N:21]=[C:20]2[CH2:25]O)=[C:8]([CH:18]=1)[C:9]([C:11]1[CH:16]=[CH:15][CH:14]=[CH:13][C:12]=1[Cl:17])=[O:10])([O-:3])=[O:2].[C:27]1(=[O:37])[NH:31][C:30](=[O:32])[C:29]2=[CH:33][CH:34]=[CH:35][CH:36]=[C:28]12.C1(P(C2C=CC=CC=2)C2C=CC=CC=2)C=CC=CC=1.N(C(OCC)=O)=NC(OCC)=O>O1CCCC1>[N+:1]([C:4]1[CH:5]=[CH:6][C:7]([N:19]2[C:23]([CH3:24])=[N:22][N:21]=[C:20]2[CH2:25][N:31]2[C:30](=[O:32])[C:29]3=[CH:33][CH:34]=[CH:35][CH:36]=[C:28]3[C:27]2=[O:37])=[C:8]([CH:18]=1)[C:9]([C:11]1[CH:16]=[CH:15][CH:14]=[CH:13][C:12]=1[Cl:17])=[O:10])([O-:3])=[O:2]. Procedure: In the manner given in Example 3, a mixture of 5-nitro-2'-chloro-2-[3-(hydroxymethyl)-5-methyl-4H-1,2,4-triazol-4-yl]benzophenone, phthalimide and triphenylphosphine in tetrahydrofuran was treated with diethyl azodicarboxylate to give 5-nitro-2'-chloro-2-[3-(phthalimidomethyl)-5-methyl-4H-1,2,4-triazol-4-yl]benzophenone.